Task: describe an organic reaction: reactants, conditions, products, and yield. Dataset: the Open Reaction Database (ORD), a public repository of structured organic reaction records The reactants are O=C([O-])[O-], CCOC(C)=O, CN(C)C=O, CCOC(=O)C(=CNc1ccc(F)c(F)c1OCC(C)OS(=O)(=O)c1ccc(C)cc1)C(=O)OCC, [K+], [K+], O. Product: CCOC(=O)C(=CN1c2ccc(F)c(F)c2OCC1C)C(=O)OCC. Reaction SMILES: [C:37](=[O:38])([O-:39])[O-:40].[CH3:43][CH2:44][O:45][C:46](=[O:47])[CH3:48].[CH3:50][N:51]([CH3:52])[CH:53]=[O:54].[F:1][c:2]1[c:3]([O:22][CH2:23][CH:24]([CH3:25])[O:26][S:27]([c:28]2[cH:29][cH:30][c:31]([CH3:32])[cH:33][cH:34]2)(=[O:35])=[O:36])[c:4]([NH:9][CH:10]=[C:11]([C:12](=[O:13])[O:14][CH2:15][CH3:16])[C:17](=[O:18])[O:19][CH2:20][CH3:21])[cH:5][cH:6][c:7]1[F:8].[K+:41].[K+:42].[OH2:49]>>[F:1][c:2]1[c:3]2[c:4]([cH:5][cH:6][c:7]1[F:8])[N:9]([CH:10]=[C:11]([C:12](=[O:13])[O:14][CH2:15][CH3:16])[C:17](=[O:18])[O:19][CH2:20][CH3:21])[CH:24]([CH3:25])[CH2:23][O:22]2.